The task is: describe an organic reaction: reactants, conditions, products, and yield. This data is from the Open Reaction Database (ORD), a public repository of structured organic reaction records. Starting materials: Cl (hydrogen chloride), O1CCOCC1 (1,4-dioxane), C(C)(C)(C)OC(=O)NC1=C(C=C(C=C1)NC1=NC(=NC=C1Cl)Cl)CCC=1C=C(C=NC1)NC(OC(C)(C)C)=O (tert-butyl [5-(2-{2-[(tert-butoxycarbonyl)amino]-5-[(2,5-dichloropyrimidin-4-yl)amino]phenyl}ethyl)pyridin-3-yl]carbamate). Run in CO (methanol). The product is Cl.Cl.Cl.NC=1C=C(C=NC1)CCC1=C(C=CC(=C1)NC1=NC(=NC=C1Cl)Cl)N (2-[2-(5-Aminopyridin-3-yl)ethyl]-N(4)-(2,5-dichloropyrimidin-4-yl)benzene-1,4-diamine trihydrochloride). The yield is 73.0%. As a reaction SMILES: [ClH:1].O1CCOCC1.C(OC([NH:15][C:16]1[CH:21]=[CH:20][C:19]([NH:22][C:23]2[C:28]([Cl:29])=[CH:27][N:26]=[C:25]([Cl:30])[N:24]=2)=[CH:18][C:17]=1[CH2:31][CH2:32][C:33]1[CH:34]=[C:35]([NH:39]C(=O)OC(C)(C)C)[CH:36]=[N:37][CH:38]=1)=O)(C)(C)C>CO>[ClH:29].[ClH:1].[ClH:29].[NH2:39][C:35]1[CH:34]=[C:33]([CH2:32][CH2:31][C:17]2[CH:18]=[C:19]([NH:22][C:23]3[C:28]([Cl:29])=[CH:27][N:26]=[C:25]([Cl:30])[N:24]=3)[CH:20]=[CH:21][C:16]=2[NH2:15])[CH:38]=[N:37][CH:36]=1 |f:4.5.6.7|. Reported procedure: A solution of 4.0 M of hydrogen chloride in 1,4-dioxane (30 mL, 120 mmol), tert-butyl [5-(2-{2-[(tert-butoxycarbonyl)amino]-5-[(2,5-dichloropyrimidin-4-yl)amino]phenyl}ethyl)pyridin-3-yl]carbamate (860 mg, 1.49 mmol) and methanol (15 mL) was stirred at 25° C. for 1 hour. The solvent was removed in vacuo. The crude residue was dissolved in DCM and triturated with ether to give the desired product (0.57 g, 73%). LCMS calculated for C17H17Cl2N6(M+H)+: m/z=375.0, 377.0.